From a dataset of the Open Reaction Database (ORD), a public repository of structured organic reaction records. describe an organic reaction: reactants, conditions, products, and yield Reactants: OCc1cccc(OCc2ccc3ccc(Cl)cc3n2)c1, OCc1cccc(OCc2nc3cc(F)c(F)cc3s2)c1, OCc1cccc(OCc2nc3cc(F)ccc3s2)c1, OCc1cccc(OCc2ccccn2)c1. Product: OCc1cccc(OCc2nc3ccc(F)cc3s2)c1. Reaction SMILES: [Cl:42][c:43]1[cH:44][c:45]2[c:46]([cH:47][cH:48][c:49]([CH2:50][O:51][c:52]3[cH:53][c:54]([CH2:58][OH:59])[cH:55][cH:56][cH:57]3)[n:60]2)[cH:61][cH:62]1.[F:1][c:2]1[c:3]([F:21])[cH:4][c:5]2[c:6]([n:7][c:8]([CH2:10][O:11][c:12]3[cH:13][c:14]([CH2:15][OH:16])[cH:17][cH:18][cH:19]3)[s:9]2)[cH:20]1.[F:22][c:23]1[cH:24][cH:25][c:26]2[s:27][c:28]([CH2:29][O:30][c:31]3[cH:32][c:33]([CH2:37][OH:38])[cH:34][cH:35][cH:36]3)[n:39][c:40]2[cH:41]1.[n:63]1[cH:64][cH:65][cH:66][cH:67][c:68]1[CH2:69][O:70][c:71]1[cH:72][c:73]([CH2:77][OH:78])[cH:74][cH:75][cH:76]1>>[cH:2]1[c:3]([F:21])[cH:4][c:5]2[c:6]([n:7][c:8]([CH2:10][O:11][c:12]3[cH:13][c:14]([CH2:15][OH:16])[cH:17][cH:18][cH:19]3)[s:9]2)[cH:20]1. The reactants are FC([C@@](C)(O)C1=CC(=C(C=C1)N1CCN(CC1)S(=O)(=O)C=1SC=CC1)C#CC1(COC1)C)(F)F ((2S)-1,1,1-trifluoro-2-(3-((3-methyl-3-oxetanyl)ethynyl)-4-(4-(2-thiophenylsulfonyl)-1-piperazinyl)phenyl)-2-propanol), C=1N=C(C2=C(N1)N(C=N2)[C@H]3[C@@H]([C@@H]([C@H](O3)COP(=O)(O)OP(=O)(O)OC[C@@H]4[C@H]([C@H]([C@@H](O4)N5C=CCC(=C5)C(=O)N)O)O)O)OP(=O)(O)O)N (NADPH). Product: FC([C@](C)(O)C1=CC(=C(C=C1)N1CCN(CC1)S(=O)(=O)C=1SC=CC1)C#CC1(COC1)C)(F)F ((2R)-1,1,1-trifluoro-2-(3-((3-methyl-3-oxetanyl)ethynyl)-4-(4-(2-thiophenylsulfonyl)-1-piperazinyl)phenyl)-2-propanol). As a reaction SMILES: [F:1][C:2]([F:34])([F:33])[C@:3]([C:6]1[CH:11]=[CH:10][C:9]([N:12]2[CH2:17][CH2:16][N:15]([S:18]([C:21]3[S:22][CH:23]=[CH:24][CH:25]=3)(=[O:20])=[O:19])[CH2:14][CH2:13]2)=[C:8]([C:26]#[C:27][C:28]2([CH3:32])[CH2:31][O:30][CH2:29]2)[CH:7]=1)([OH:5])[CH3:4].C1N=C(N)C2N=CN([C@@H]3O[C@H](COP(OP(OC[C@H]4O[C@@H](N5C=C(C(N)=O)CC=C5)[C@H](O)[C@@H]4O)(O)=O)(O)=O)[C@@H](O)[C@H]3OP(O)(O)=O)C=2N=1>>[F:34][C:2]([F:1])([F:33])[C@@:3]([C:6]1[CH:11]=[CH:10][C:9]([N:12]2[CH2:17][CH2:16][N:15]([S:18]([C:21]3[S:22][CH:23]=[CH:24][CH:25]=3)(=[O:20])=[O:19])[CH2:14][CH2:13]2)=[C:8]([C:26]#[C:27][C:28]2([CH3:32])[CH2:31][O:30][CH2:29]2)[CH:7]=1)([OH:5])[CH3:4]. Reported procedure: (2S)-1,1,1-trifluoro-2-(3-((3-methyl-3-oxetanyl)ethynyl)-4-(4-(2-thiophenylsulfonyl)-1-piperazinyl)phenyl)-2-propanol. 1H NMR (400 MHz, CD3OD) δ 7.92 (dd, J=1.2, 5.1 Hz, 1H), 7.67 (dd, J=1.2, 3.7 Hz, 1H), 7.58 (d, J=2.0 Hz, 1H), 7.50 (s, 1H), 7.29 (dd, J=3.8, 5.0 Hz, 1H), 7.01 (d, J=8.6 Hz, 1H), 4.76 (d, J=5.5 Hz, 2H), 4.48 (d, J=5.5 Hz, 2H), 3.31-3.25 (m, 4H), 3.25-3.15 (m, 4H), 1.71-1.67 (m, 3H), 1.64 (s, 3H). m/z (ESI, +ve ion) 515.0 (M+H)+. GK-GKRP EC50 (NADPH-coupled)=2.90 μM; GK-GKRP EC50 ... The reactants are ClCC(=O)OC1=CC=C(C=C1)NC(C)=O (4-Acetamidophenyl 2-chloroacetate), C(CCC)P(CCCC)CCCC (tributylphosphine). Solvent: C(C)(=O)OCC (ethyl acetate). Yields the product [Cl-].C(C)(=O)NC1=CC=C(OC(C[P+](CCCC)(CCCC)CCCC)=O)C=C1 ((2-(4-acetamidophenoxy)-2-oxoethyl)tributylphosphonium Chloride). Isolated yield 65.0%. Reaction SMILES: [Cl:1][CH2:2][C:3]([O:5][C:6]1[CH:11]=[CH:10][C:9]([NH:12][C:13](=[O:15])[CH3:14])=[CH:8][CH:7]=1)=[O:4].[CH2:16]([P:20]([CH2:25][CH2:26][CH2:27][CH3:28])[CH2:21][CH2:22][CH2:23][CH3:24])[CH2:17][CH2:18][CH3:19]>C(OCC)(=O)C>[Cl-:1].[C:13]([NH:12][C:9]1[CH:10]=[CH:11][C:6]([O:5][C:3](=[O:4])[CH2:2][P+:20]([CH2:21][CH2:22][CH2:23][CH3:24])([CH2:25][CH2:26][CH2:27][CH3:28])[CH2:16][CH2:17][CH2:18][CH3:19])=[CH:7][CH:8]=1)(=[O:15])[CH3:14] |f:3.4|. Reported procedure: 4-Acetamidophenyl 2-chloroacetate [2] (1.138 g, 5 mmol) and tributylphosphine (0.475 g, 6 mmol) were suspended in 50 ml of anhydrous ethyl acetate and refluxed for 48 hrs. After cooling to room temperature the white precipitate was filtered, washed with ethylacetate and diethylether and dried under reduced pressure to give [6]. The crude product was crystallized twice from acetonitrile to give pure [6] in 65% yield. Identity and purity was confirmed via 1H and 13C NMR. The desired compound is is... Starting materials: CCCCCC (hexane), COC1=CC=CC(=N1)NC (6-methoxy-2-methylaminopyridine), C(=S)=S (Carbon disulfide), [H-].[Na+] (sodium hydride). The solvent is C1CCOC1 (THF). Reaction conditions: time 2 hour. Yields the product C(N)([S-])=S.COC1=CC=CC(=N1)NC.[Na+] (sodium 6-methoxy-2-methylaminopyridine dithiocarbamate). Isolated yield 186.1%. As a reaction SMILES: [CH3:1][O:2][C:3]1[N:8]=[C:7]([NH:9][CH3:10])[CH:6]=[CH:5][CH:4]=1.[H-].[Na+:12].[C:13](=[S:15])=[S:14].CCCCCC>C1COCC1>[C:13](=[S:15])([S-:14])[NH2:8].[CH3:1][O:2][C:3]1[N:8]=[C:7]([NH:9][CH3:10])[CH:6]=[CH:5][CH:4]=1.[Na+:12] |f:1.2,6.7.8|. Reported procedure: 6-methoxy-2-methylaminopyridine (25.6 g, 0.185 mol) was dissolved in 120 ml of dehydrated THF, and 60% sodium hydride (7.4 g, 0.185 mol) was added. This was then refluxed for 1 hour, and upon becoming transparent, allowed to cool to room temperature. Carbon disulfide (14.1 g, 0.185 mol) was added dropwise into this solution, which was then stirred for two hours at room temperature. 300 ml of hexane were added and stirring continued until crystals precipitated out. The precipitated crystals were ... Starting materials: CC(C)=C (isobutylene), OS(=O)(=O)O (H2SO4), C(C1=CC=CC=C1)OC(=O)C(C(=O)O)CCN (benzyloxycarbonyl-4-aminobutyric acid). The solvent is C(Cl)Cl (methylene chloride). Reaction conditions: time 3 day. The product is C(C)(C)(C)OC(C(CCN)C(=O)OCC1=CC=CC=C1)=O (Benzyloxycarbonyl-4-aminobutyric acid tert. butyl ester). RXN SMILES: [CH3:1][C:2](=[CH2:4])[CH3:3].OS(O)(=O)=O.[CH2:10]([O:17][C:18]([CH:20]([CH2:24][CH2:25][NH2:26])[C:21]([OH:23])=[O:22])=[O:19])[C:11]1[CH:16]=[CH:15][CH:14]=[CH:13][CH:12]=1>C(Cl)Cl>[C:2]([O:23][C:21](=[O:22])[CH:20]([C:18]([O:17][CH2:10][C:11]1[CH:12]=[CH:13][CH:14]=[CH:15][CH:16]=1)=[O:19])[CH2:24][CH2:25][NH2:26])([CH3:3])([CH3:1])[CH3:4]. Procedure details: 600 ml of liquefied isobutylene and 6 ml of conc. H2SO4 were added to a solution of 172 g of benzyloxycarbonyl-4-aminobutyric acid in 600 ml of methylene chloride. The mixture was shaken for 3 days at room temperature in an autoclave, the isobutylene was distilled off, and the methylene chloride solution was washed twice with 10% sodium carbonate solution and once with water, dried over sodium sulfate and concentrated in vacuo. The residue was dissolved in ether and chromatographed over 620 g of... Starting materials: COC=1C=C2C=CCC2=CC1OC (5,6-Dimethoxy-indene), [Li]CCCC (n-BuLi). The solvent is C1(=CC=CC=C1)C (toluene), CCCCCC (hexane). Conditions: time 4 hour. Product: COC=1C=C2C=CC(C2=CC1OC)[Li] ((5,6-Dimethoxy-1H-inden-1-yl)lithium). The yield is 98.0%. As a reaction SMILES: [CH3:1][O:2][C:3]1[CH:4]=[C:5]2[C:9](=[CH:10][C:11]=1[O:12][CH3:13])[CH2:8][CH:7]=[CH:6]2.[Li:14]CCCC>C1(C)C=CC=CC=1.CCCCCC>[CH3:13][O:12][C:11]1[CH:10]=[C:9]2[C:5](=[CH:4][C:3]=1[O:2][CH3:1])[CH:6]([Li:14])[CH:7]=[CH:8]2. Procedure details: 5,6-Dimethoxy-indene (4.82 g, 27.35 mmol) was dissolved in a mixture of 20 mL of toluene and 180 mL of hexane and 16.25 mL of 1.6 M n-BuLi were added dropwise via a syringe over a 5 min period forming a white precipitate. The reaction mixture was stirred for 4 h then filtered. The solids were washed with 60 mL of hexane and allowed to dry under reduced pressure to afford the desired anion as a light pink solid (4.62 g, 98 percent yield). The reactants are NC1CCN(CC1)C(=O)N1C(=N[C@@]([C@@]1(C)C1=CC=C(C=C1)Cl)(C)C1=CC=C(C=C1)Cl)C=1C=NC(=CC1OCC)C(C)(C)C ((4-Amino-piperidin-1-yl)-[(4S,5R)-2-(6-tert-butyl-4-ethoxy-pyridin-3-yl)-4,5-bis-(4-chloro-phenyl)-4,5-dimethyl-4,5-dihydro-imidazol-1-yl]-methanone), C(C)(C)N=C=O (isopropyl isocyanate). The product is C(C)(C)(C)C1=CC(=C(C=N1)C=1N([C@]([C@](N1)(C)C1=CC=C(C=C1)Cl)(C)C1=CC=C(C=C1)Cl)C(=O)N1CCC(CC1)NC(=O)NC(C)C)OCC (1-{1-[(4S,5R)-2-(6-tert-Butyl-4-ethoxy-pyridin-3-yl)-4,5-bis-(4-chloro-phenyl)-4,5-dimethyl-4,5-dihydro-imidazole-1-carbonyl]-piperidin-4-yl}-3-isopropyl-urea). Reaction SMILES: [NH2:1][CH:2]1[CH2:7][CH2:6][N:5]([C:8]([N:10]2[C@@:14]([C:16]3[CH:21]=[CH:20][C:19]([Cl:22])=[CH:18][CH:17]=3)([CH3:15])[C@@:13]([C:24]3[CH:29]=[CH:28][C:27]([Cl:30])=[CH:26][CH:25]=3)([CH3:23])[N:12]=[C:11]2[C:31]2[CH:32]=[N:33][C:34]([C:40]([CH3:43])([CH3:42])[CH3:41])=[CH:35][C:36]=2[O:37][CH2:38][CH3:39])=[O:9])[CH2:4][CH2:3]1.[CH:44]([N:47]=[C:48]=[O:49])([CH3:46])[CH3:45]>>[C:40]([C:34]1[N:33]=[CH:32][C:31]([C:11]2[N:10]([C:8]([N:5]3[CH2:4][CH2:3][CH:2]([NH:1][C:48]([NH:47][CH:44]([CH3:46])[CH3:45])=[O:49])[CH2:7][CH2:6]3)=[O:9])[C@@:14]([C:16]3[CH:21]=[CH:20][C:19]([Cl:22])=[CH:18][CH:17]=3)([CH3:15])[C@@:13]([C:24]3[CH:29]=[CH:28][C:27]([Cl:30])=[CH:26][CH:25]=3)([CH3:23])[N:12]=2)=[C:36]([O:37][CH2:38][CH3:39])[CH:35]=1)([CH3:42])([CH3:41])[CH3:43]. Reported procedure: In a manner similar to the method described in example 160, (4-Amino-piperidin-1-yl)-[(4S,5R)-2-(6-tert-butyl-4-ethoxy-pyridin-3-yl)-4,5-bis-(4-chloro-phenyl)-4,5-dimethyl-4,5-dihydro-imidazol-1-yl]-methanone (example 204) was reacted with isopropyl isocyanate (Aldrich) to give the title compound. HR-MS (ES, m/z) calculated for C38H49Cl2N6O3 [(M+H)+] 707.3238, observed 707.3236 Reactants: COC(=O)C1CC(S(=O)(=O)c2ccc(OCC(F)(F)F)cc2C(F)(F)F)CN1c1cc(C)nn1C(C)C, COC(=O)C1CC(S(=O)(=O)c2ccc(OCC(F)(F)F)cc2C(F)(F)F)CN1c1cc(C)nn1C(C)C, [Li+], [OH-]. The product is Cc1cc(N2CC(S(=O)(=O)c3ccc(OCC(F)(F)F)cc3C(F)(F)F)CC2C(=O)O)n(C(C)C)n1. Reaction SMILES: [CH3:1][O:2][C:3](=[O:4])[CH:5]1[N:6]([c:29]2[n:30]([CH:35]([CH3:36])[CH3:37])[n:31][c:32]([CH3:34])[cH:33]2)[CH2:7][CH:8]([S:10](=[O:11])(=[O:12])[c:13]2[c:14]([C:25]([F:26])([F:27])[F:28])[cH:15][c:16]([O:19][CH2:20][C:21]([F:22])([F:23])[F:24])[cH:17][cH:18]2)[CH2:9]1.[CH3:38][O:39][C:40]([CH:41]1[CH2:42][CH:43]([S:44]([c:45]2[cH:46][cH:47][c:48]([O:49][CH2:50][C:51]([F:52])([F:53])[F:54])[cH:55][c:56]2[C:57]([F:58])([F:59])[F:60])(=[O:61])=[O:62])[CH2:63][N:64]1[c:65]1[n:66]([CH:67]([CH3:68])[CH3:69])[n:70][c:71]([CH3:72])[cH:73]1)=[O:74].[Li+:75].[OH-:76]>>[O:2]=[C:3]([OH:4])[CH:5]1[N:6]([c:29]2[n:30]([CH:35]([CH3:36])[CH3:37])[n:31][c:32]([CH3:34])[cH:33]2)[CH2:7][CH:8]([S:10](=[O:11])(=[O:12])[c:13]2[c:14]([C:25]([F:26])([F:27])[F:28])[cH:15][c:16]([O:19][CH2:20][C:21]([F:22])([F:23])[F:24])[cH:17][cH:18]2)[CH2:9]1.